Dataset: the Open Reaction Database (ORD), a public repository of structured organic reaction records. Task: describe an organic reaction: reactants, conditions, products, and yield Starting materials: FC=1C=C(C=CC1[N+](=O)[O-])C (3-fluoro-4-nitrotoluene), [H][H] (hydrogen). Reagents/catalysts: [Pt]=O (platinum oxide). The solvent is C(C)O (ethanol). Product: FC1=C(N)C=CC(=C1)C (2-Fluoro-4-methylaniline). As a reaction SMILES: [F:1][C:2]1[CH:3]=[C:4]([CH3:11])[CH:5]=[CH:6][C:7]=1[N+:8]([O-])=O.[H][H]>C(O)C.[Pt]=O>[F:1][C:2]1[CH:3]=[C:4]([CH3:11])[CH:5]=[CH:6][C:7]=1[NH2:8]. Reported procedure: A solution of α-bromoisovaleric acid (8.17 mmole) in methanol is titrated to the phenophthalein end point using sodium methoxide. The solvent is removed by rotoevaporation and then there is added potassium carbonate (1.69 g), 2-fluoro-4-methylaniline (16.38 mmole) and 3 ml HMPT. The reaction is heated at 60° for about 5 hours and then worked up with 5% sodium hydroxide/ether and washed with water (3×). The basic layer is acidified and extracted with ether, washed with water and brine, dried over... Reaction SMILES: [Br:1][c:2]1[cH:3][cH:4][c:5]([C:12](=[O:13])[Cl:14])[c:6]2[cH:7][cH:8][cH:9][cH:10][c:11]12.[Cl:22][CH2:23][Cl:24].[Si:15]([CH3:16])([CH3:17])([CH3:18])[CH:19]=[N+:20]=[N-:21]>>[Br:1][c:2]1[cH:3][cH:4][c:5]([C:12](=[O:13])[CH:19]=[N+:20]=[N-:21])[c:6]2[cH:7][cH:8][cH:9][cH:10][c:11]12. The reactants are O=C(Cl)c1ccc(Br)c2ccccc12, ClCCl, C[Si](C)(C)C=[N+]=[N-]. Product: [N-]=[N+]=CC(=O)c1ccc(Br)c2ccccc12.